From a dataset of the Open Reaction Database (ORD), a public repository of structured organic reaction records. describe an organic reaction: reactants, conditions, products, and yield Starting materials: 1d, C(C)(C)(C)OC(=O)N[C@@H](CC(C(=O)OC(C)(C)C)CC1=CC=C(C=C1)CCCF)C(=O)OC(C)(C)C (Di-tert-butyl N-(tert-butoxycarbonyl)-4-[4-(3-fluoropropyl)benzyl]glutamate), C1(=CC=CC=C1)C (toluene). The solvent is FC(C(=O)O)(F)F (trifluoroacetic acid). The product is FCCCC1=CC=C(CC(C[C@H](N)C(=O)O)C(=O)O)C=C1 (4-[4-(3-Fluoropropyl)benzyl]-L-glutamic acid). RXN SMILES: C(OC([NH:8][C@H:9]([C:30]([O:32]C(C)(C)C)=[O:31])[CH2:10][CH:11]([CH2:19][C:20]1[CH:25]=[CH:24][C:23]([CH2:26][CH2:27][CH2:28][F:29])=[CH:22][CH:21]=1)[C:12]([O:14]C(C)(C)C)=[O:13])=O)(C)(C)C.C1(C)C=CC=CC=1>FC(F)(F)C(O)=O>[F:29][CH2:28][CH2:27][CH2:26][C:23]1[CH:22]=[CH:21][C:20]([CH2:19][CH:11]([C:12]([OH:14])=[O:13])[CH2:10][C@@H:9]([C:30]([OH:32])=[O:31])[NH2:8])=[CH:25][CH:24]=1. Reported procedure: Di-tert-butyl N-(tert-butoxycarbonyl)-4-[4-(3-fluoropropyl)benzyl]glutamate (50 mg, 0.10 mmol) was dissolved in 3 ml trifluoroacetic acid and stirred at room temperature for 1d. Then, 5 ml toluene were added and the solution was concentrated in vacuo. The product was purified by preparative HPLC. The appropriate fractions were collected, the acetonitrile evaporated under reduced pressure and the remaining aqueous solution was lyophilized. Reactants: C1CCNCC1, Cc1cnc2c(Cl)nc3ccccc3n12. Yields the product Cc1cnc2c(N3CCCCC3)nc3ccccc3n12. As a reaction SMILES: [CH2:16]1[CH2:17][CH2:18][NH:19][CH2:20][CH2:21]1.[Cl:1][c:2]1[c:3]2[n:4]([c:5]3[cH:6][cH:7][cH:8][cH:9][c:10]3[n:11]1)[c:12]([CH3:15])[cH:13][n:14]2>>[c:2]1([N:19]2[CH2:18][CH2:17][CH2:16][CH2:21][CH2:20]2)[c:3]2[n:4]([c:5]3[cH:6][cH:7][cH:8][cH:9][c:10]3[n:11]1)[c:12]([CH3:15])[cH:13][n:14]2. The reactants are COc1cc(N2CCN(CCS(C)(=O)=O)CC2)c(C)cc1N, C[O-], CC(C)O, O=C(Nc1c(F)cccc1F)c1cccc(-c2nc3ccccn3c2-c2ccnc(Cl)n2)c1, ClCCl, [Na+], Cc1ccc(S(=O)(=O)O)cc1. Yields the product COc1cc(N2CCN(CCS(C)(=O)=O)CC2)c(C)cc1Nc1nccc(-c2c(-c3cccc(C(=O)Nc4c(F)cccc4F)c3)nc3ccccn23)n1. RXN SMILES: [CH3:34][c:35]1[c:36]([N:44]2[CH2:45][CH2:46][N:47]([CH2:50][CH2:51][S:52](=[O:53])(=[O:54])[CH3:55])[CH2:48][CH2:49]2)[cH:37][c:38]([O:42][CH3:43])[c:39]([NH2:40])[cH:41]1.[CH3:67][O-:68].[CH:73]([OH:74])([CH3:75])[CH3:76].[Cl:1][c:2]1[n:3][cH:4][cH:5][c:6](-[c:8]2[c:9](-[c:17]3[cH:18][c:19]([C:20](=[O:21])[NH:22][c:23]4[c:24]([F:30])[cH:25][cH:26][cH:27][c:28]4[F:29])[cH:31][cH:32][cH:33]3)[n:10][c:11]3[n:12]2[cH:13][cH:14][cH:15][cH:16]3)[n:7]1.[Cl:70][CH2:71][Cl:72].[Na+:69].[c:56]1([CH3:57])[cH:58][cH:59][c:60]([S:61]([OH:62])(=[O:63])=[O:64])[cH:65][cH:66]1>>[c:2]1([NH:40][c:39]2[c:38]([O:42][CH3:43])[cH:37][c:36]([N:44]3[CH2:45][CH2:46][N:47]([CH2:50][CH2:51][S:52](=[O:53])(=[O:54])[CH3:55])[CH2:48][CH2:49]3)[c:35]([CH3:34])[cH:41]2)[n:3][cH:4][cH:5][c:6](-[c:8]2[c:9](-[c:17]3[cH:18][c:19]([C:20](=[O:21])[NH:22][c:23]4[c:24]([F:30])[cH:25][cH:26][cH:27][c:28]4[F:29])[cH:31][cH:32][cH:33]3)[n:10][c:11]3[n:12]2[cH:13][cH:14][cH:15][cH:16]3)[n:7]1. Starting materials: FC1=C(C=CC=C1)C1=CC2=C(NC(=N2)C2=NOC3(C2)CCOCC3)C=C1 (3-[5-(2-fluoro-phenyl)-1H-benzimidazol-2-yl]-1,8-dioxa-2-aza-spiro[4.5]dec-2-ene), Cl (HCl). Solvent: CCO (EtOH). Reaction conditions: time 2 minute. Yields the product Cl.FC1=C(C=CC=C1)C1=CC2=C(NC(=N2)C2=NOC3(C2)CCOCC3)C=C1 (3-[5-(2-Fluoro-phenyl)-1H-benzimidazol-2-yl]-1,8-dioxa-2-aza-spiro[4.5]dec-2-ene hydrochloride). The yield is 58.0%. As a reaction SMILES: [F:1][C:2]1[CH:7]=[CH:6][CH:5]=[CH:4][C:3]=1[C:8]1[CH:26]=[CH:25][C:11]2[NH:12][C:13]([C:15]3[CH2:19][C:18]4([CH2:24][CH2:23][O:22][CH2:21][CH2:20]4)[O:17][N:16]=3)=[N:14][C:10]=2[CH:9]=1.[ClH:27]>CCO>[ClH:27].[F:1][C:2]1[CH:7]=[CH:6][CH:5]=[CH:4][C:3]=1[C:8]1[CH:26]=[CH:25][C:11]2[NH:12][C:13]([C:15]3[CH2:19][C:18]4([CH2:20][CH2:21][O:22][CH2:23][CH2:24]4)[O:17][N:16]=3)=[N:14][C:10]=2[CH:9]=1 |f:3.4|. Reported procedure: A solution of 3-[5-(2-fluoro-phenyl)-1H-benzimidazol-2-yl]-1,8-dioxa-2-aza-spiro[4.5]dec-2-ene (98.8 mg, 0.281 mmol, as prepared in the previous step) in EtOH (5 mL) was treated with HCl (56.2 μL, 0.281 mmol, 5 M in isopropanol) at rt for 2 h. The mixture was concentrated in vacuo and the residue was dissolved in a minimum amount of EtOH (2.5 mL) with sonication and heating. The solution was cooled to rt, and hexanes were added dropwise until the solution became cloudy. The solution was allowed ... The reactants are COCCOCCOC, [NH4+], [OH-], O=C(O)C(CCc1ccsc1)C(=O)O. Product: O=C(O)CCCc1ccsc1. RXN SMILES: [CH3:17][O:18][CH2:19][CH2:20][O:21][CH2:22][CH2:23][O:24][CH3:25].[NH4+:15].[OH-:16].[s:1]1[cH:2][c:3]([CH2:6][CH2:7][CH:8]([C:9](=[O:10])[OH:11])[C:12]([OH:13])=[O:14])[cH:4][cH:5]1>>[s:1]1[cH:2][c:3]([CH2:6][CH2:7][CH2:8][C:9](=[O:10])[OH:11])[cH:4][cH:5]1. The reactants are BrCc1ccccc1, COC(=O)c1cccc2[nH]c3c(c12)C(=O)CC(c1ccc(C(F)(F)F)cc1)C3, O=C([O-])[O-], CCOC(C)=O, Cl, [K+], [K+], CN(C)C=O. The product is COC(=O)c1cccc2c1c1c(n2Cc2ccccc2)CC(c2ccc(C(F)(F)F)cc2)CC1=O. As a reaction SMILES: [Br:29][CH2:30][c:31]1[cH:32][cH:33][cH:34][cH:35][cH:36]1.[C:1](=[O:2])([O:3][CH3:4])[c:5]1[c:6]2[c:7]3[c:12]([nH:13][c:14]2[cH:15][cH:16][cH:17]1)[CH2:11][CH:10]([c:18]1[cH:19][cH:20][c:21]([C:24]([F:25])([F:26])[F:27])[cH:22][cH:23]1)[CH2:9][C:8]3=[O:28].[C:37](=[O:38])([O-:39])[O-:40].[CH3:48][CH2:49][O:50][C:51]([CH3:52])=[O:53].[ClH:54].[K+:41].[K+:42].[O:43]=[CH:44][N:45]([CH3:46])[CH3:47]>>[C:1](=[O:2])([O:3][CH3:4])[c:5]1[c:6]2[c:7]3[c:12]([n:13]([CH2:30][c:31]4[cH:32][cH:33][cH:34][cH:35][cH:36]4)[c:14]2[cH:15][cH:16][cH:17]1)[CH2:11][CH:10]([c:18]1[cH:19][cH:20][c:21]([C:24]([F:25])([F:26])[F:27])[cH:22][cH:23]1)[CH2:9][C:8]3=[O:28].